The task is: describe an organic reaction: reactants, conditions, products, and yield. This data is from the Open Reaction Database (ORD), a public repository of structured organic reaction records. Starting materials: C(C)(C)(C)C=1C=C(C2=C(C(C(O2)=O)C2=CC=C(C=C2)OCC(=O)OCC)C1)C(C)(C)C (5,7-di-tert-butyl-3-(4-ethoxycarbonylmethoxyphenyl)benzofuran-2-one), C(C)(C)(C)C=1C=C(C2=C(C(C(O2)=O)C2=CC=C(C=C2)OCC(=O)OCC)C1)C(C)(C)C (5,7-di-tert-butyl-3-(4-ethoxycarbonylmethoxyphenyl)benzofuran-2-one), strong acidic ion. Run in CO (methanol). Product: C(C)(C)(C)C=1C=C(C2=C(C(C(O2)=O)C2=CC=C(C=C2)OCC(=O)OC)C1)C(C)(C)C (5,7-di-tert-butyl-3-(4-methoxycarbonylmethoxyphenyl)benzofuran-2-one). The yield is 61.9%. RXN SMILES: [C:1]([C:5]1[CH:6]=[C:7]([C:28]([CH3:31])([CH3:30])[CH3:29])[C:8]2[O:12][C:11](=[O:13])[CH:10]([C:14]3[CH:19]=[CH:18][C:17]([O:20][CH2:21][C:22]([O:24][CH2:25]C)=[O:23])=[CH:16][CH:15]=3)[C:9]=2[CH:27]=1)([CH3:4])([CH3:3])[CH3:2]>CO>[C:1]([C:5]1[CH:6]=[C:7]([C:28]([CH3:31])([CH3:30])[CH3:29])[C:8]2[O:12][C:11](=[O:13])[CH:10]([C:14]3[CH:19]=[CH:18][C:17]([O:20][CH2:21][C:22]([O:24][CH3:25])=[O:23])=[CH:16][CH:15]=3)[C:9]=2[CH:27]=1)([CH3:4])([CH3:3])[CH3:2]. Procedure: A mixture of 5.0 g (11.8 mmol) of 5,7-di-tert-butyl-3-(4-ethoxycarbonylmethoxyphenyl)benzofuran-2-one (Compound (113), Example 6) and 2 g of strong acidic ion exchanger (Dowex) in 50 ml of methanol is refluxed for 4 hours. The reaction mixture is filtered, and the filtrate is concentrated on a vacuum rotary evaporator. Crystallisation of the residue from ligroin gives 3.0 g (62%) of 5,7-di-tert-butyl-3-(4-methoxycarbonylmethoxyphenyl)benzofuran-2-one, melting point 115°-117° C. (Compound 115), T... Starting materials: CC1=C(C(=NO1)C1=CC(=CC=C1)C(F)(F)F)C(=O)O (5-methyl-3-(3-(trifluoromethyl)phenyl)isoxazol-4-carboxylic acid), Cl.C(C)N=C=NCCCN(C)C (1-ethyl-3-(dimethylaminopropyl)carbodiimide hydrochloride), FC1=CC=C(C=C1)N1CCNCC1 (1-(4-fluorophenyl)piperazine). Run in ClCCl (dichloromethane). Product: FC1=CC=C(C=C1)N1CCN(CC1)C(=O)C=1C(=NOC1C)C1=CC(=CC=C1)C(F)(F)F ((4-(4-fluorophenyl)piperazine-1-yl)(5-methyl-3-(3-(trifluoromethyl)phenyl)isoxazol-4-yl)methanone). Isolated yield 71.2%. As a reaction SMILES: [CH3:1][C:2]1[O:6][N:5]=[C:4]([C:7]2[CH:12]=[CH:11][CH:10]=[C:9]([C:13]([F:16])([F:15])[F:14])[CH:8]=2)[C:3]=1[C:17]([OH:19])=O.Cl.C(N=C=NCCCN(C)C)C.[F:32][C:33]1[CH:38]=[CH:37][C:36]([N:39]2[CH2:44][CH2:43][NH:42][CH2:41][CH2:40]2)=[CH:35][CH:34]=1>ClCCl>[F:32][C:33]1[CH:34]=[CH:35][C:36]([N:39]2[CH2:44][CH2:43][N:42]([C:17]([C:3]3[C:4]([C:7]4[CH:12]=[CH:11][CH:10]=[C:9]([C:13]([F:14])([F:15])[F:16])[CH:8]=4)=[N:5][O:6][C:2]=3[CH3:1])=[O:19])[CH2:41][CH2:40]2)=[CH:37][CH:38]=1 |f:1.2|. Procedure details: In a similar manner as described in Example 1, by using dichloromethane (30 mL), 5-methyl-3-(3-(trifluoromethyl)phenyl)isoxazol-4-carboxylic acid (500 mg, 1.84 mmol), 1-ethyl-3-(dimethylaminopropyl)carbodiimide hydrochloride (388 mg, 2.02 mmol) and 1-(4-fluorophenyl)piperazine (332 mg, 1.84 mmol), a white solid required compound (566 mg, 1.31 mmol, 71%) was obtained.